This data is from the Open Reaction Database (ORD), a public repository of structured organic reaction records. The task is: describe an organic reaction: reactants, conditions, products, and yield The reactants are C(=O)(C(F)(F)F)O (TFA), ClC1=CC=C(C=C1)[C@@]1(C(CN(CC1)C(C[C@@H](C)NC(=O)C=1C=C(C(=O)OC)C=CC1)=O)(C)C)O (methyl 3-((R)-4-((S)-4-(4-chlorophenyl)-4-hydroxy-3,3-dimethylpiperidin-1-yl)-4-oxobutan-2-ylcarbamoyl)benzoate), Solvent B, Solvent A, C(=O)(C(F)(F)F)O (TFA). Run in O.CC#N (H2O MeCN), O.CC#N (H2O MeCN). Product: ClC1=CC=C(C=C1)[C@@]1(C(CN(CC1)C(C[C@@H](C)NC(=O)C=1C=C(C(=O)O)C=CC1)=O)(C)C)O (3-((R)-4-((S)-4-(4-Chlorophenyl)-4-hydroxy-3,3-dimethylpiperidin-1-yl)-4-oxobutan-2-ylcarbamoyl)benzoic acid). As a reaction SMILES: [Cl:1][C:2]1[CH:7]=[CH:6][C:5]([C@@:8]2([OH:34])[CH2:13][CH2:12][N:11]([C:14](=[O:31])[CH2:15][C@H:16]([NH:18][C:19]([C:21]3[CH:22]=[C:23]([CH:28]=[CH:29][CH:30]=3)[C:24]([O:26]C)=[O:25])=[O:20])[CH3:17])[CH2:10][C:9]2([CH3:33])[CH3:32])=[CH:4][CH:3]=1.C(O)(C(F)(F)F)=O>O.CC#N>[Cl:1][C:2]1[CH:7]=[CH:6][C:5]([C@@:8]2([OH:34])[CH2:13][CH2:12][N:11]([C:14](=[O:31])[CH2:15][C@H:16]([NH:18][C:19]([C:21]3[CH:22]=[C:23]([CH:28]=[CH:29][CH:30]=3)[C:24]([OH:26])=[O:25])=[O:20])[CH3:17])[CH2:10][C:9]2([CH3:33])[CH3:32])=[CH:4][CH:3]=1 |f:2.3|. Procedure details: Example 8 was prepared from methyl 3-((R)-4-((S)-4-(4-chlorophenyl)-4-hydroxy-3,3-dimethylpiperidin-1-yl)-4-oxobutan-2-ylcarbamoyl)benzoate using the conditions described in Example 6. MS (ESI+)=473.2 (M+H)+. 1H NMR (CD3OD, 500 MHz) (NMR shows several rotamers) δ ppm 8.54 (t, J=1.6 Hz, 0.6 H), 8.46 (t, J=1.6 Hz, 0.4 H), 8.22 (d, J=7.7 Hz, 0.6 H), 8.17 (d, J=7.7 Hz, 0.4 H), 8.08 (d, J=8.2 Hz, 0.6 H), 8.02 (d, J=7.7 Hz, 0.4 H), 7.61 (t, J=7.7 Hz, 0.6 H), 7.57 (t, J=7.7 Hz, 0.4 H), 7.47 (d, J=8.8 H... Starting materials: O=C(Cl)CBr, CCN(C(C)C)C(C)C, ClCCl, CSc1nc(-c2cccc(N)c2)c2c(N)c(C(=O)NC(C)(C)C)ccc2n1. Yields the product CSc1nc(-c2cccc(NC(=O)CBr)c2)c2c(N)c(C(=O)NC(C)(C)C)ccc2n1. As a reaction SMILES: [Br:37][CH2:38][C:39](=[O:40])[Cl:41].[CH:28]([N:29]([CH2:30][CH3:31])[CH:32]([CH3:33])[CH3:34])([CH3:35])[CH3:36].[Cl:42][CH2:43][Cl:44].[NH2:1][c:2]1[c:3]2[c:4](-[c:21]3[cH:22][c:23]([NH2:27])[cH:24][cH:25][cH:26]3)[n:5][c:6]([S:19][CH3:20])[n:7][c:8]2[cH:9][cH:10][c:11]1[C:12](=[O:13])[NH:14][C:15]([CH3:16])([CH3:17])[CH3:18]>>[NH2:1][c:2]1[c:3]2[c:4](-[c:21]3[cH:22][c:23]([NH:27][C:39]([CH2:38][Br:37])=[O:40])[cH:24][cH:25][cH:26]3)[n:5][c:6]([S:19][CH3:20])[n:7][c:8]2[cH:9][cH:10][c:11]1[C:12](=[O:13])[NH:14][C:15]([CH3:16])([CH3:17])[CH3:18]. Starting materials: ClC1=C(C(=CC(=C1)Cl)[N+](=O)[O-])O (2,4-dichloro-6-nitrophenol), [H][H] (hydrogen). The reagents and catalysts are [Pt]=O (platinum oxide). Solvent: CO (methanol). The product is NC1=C(C(=CC(=C1)Cl)Cl)O (2-amino-4,6-dichlorophenol). Reaction SMILES: [Cl:1][C:2]1[CH:7]=[C:6]([Cl:8])[CH:5]=[C:4]([N+:9]([O-])=O)[C:3]=1[OH:12].[H][H]>[Pt]=O.CO>[NH2:9][C:4]1[CH:5]=[C:6]([Cl:8])[CH:7]=[C:2]([Cl:1])[C:3]=1[OH:12]. Reported procedure: The starting material, 2,4-dichloro-6-nitrophenol (260 g, 1 mole, 20% in water), was mixed with methanol (2 liters) and platinum oxide catalyst, and the resulting slurry was reacted with hydrogen at 4.2 kg/cm2 (60 psi) and room temperature. Starting materials: Br[Mg]C=1SC(=CC1)Cl (bromo(5-chloro-2-thienyl)magnesium), C(#N)C1=NC=CC=C1 (2-cyanopyridine), CCOCC (ether). Reaction conditions: time 2 hour. Yields the product ClC1=CC=C(S1)C(=O)C1=NC=CC=C1 ((5-Chloro-2-thienyl)(2-pyridinyl)methanone). Isolated yield 52.0%. RXN SMILES: Br[Mg][C:3]1[S:4][C:5]([Cl:8])=[CH:6][CH:7]=1.[C:9]([C:11]1[CH:16]=[CH:15][CH:14]=[CH:13][N:12]=1)#N.CC[O:19]CC>>[Cl:8][C:5]1[S:4][C:3]([C:9]([C:11]2[CH:16]=[CH:15][CH:14]=[CH:13][N:12]=2)=[O:19])=[CH:7][CH:6]=1. Reported procedure: To an etheral solution of bromo(5-chloro-2-thienyl)magnesium (prepared from 2-bromo-5-chloro-thiophene (1.9 g, 9.62 mmol) and magnesium turnings (234 mg, 9.62 mmol) in ether (20 ml)) was dropwise added a solution of 2-cyanopyridine (1 g, 9.62 mmol) in ether (10 ml) at room temperature. After 2 hours, the reaction was quenched by addition of an aqueous saturated solution of NH4Cl. The mixture was extracted with ether. The organic phase was dried over MgSO4 and concentrated under vacuum. The resid... Reactants: CCCC[SnH](CCCC)CCCC, COc1ccc(CCC(N)=O)cc1, C1CCOC1. Product: CCCC[Sn](CCCC)(CCCC)C(=Cc1ccc(OC)cc1)C(N)=O. Reaction SMILES: [CH2:14]([CH2:15][CH2:16][CH3:17])[SnH:18]([CH2:19][CH2:20][CH2:21][CH3:22])[CH2:23][CH2:24][CH2:25][CH3:26].[CH3:1][O:2][c:3]1[cH:4][cH:5][c:6]([CH2:9][CH2:10][C:11](=[O:12])[NH2:13])[cH:7][cH:8]1.[O:27]1[CH2:28][CH2:29][CH2:30][CH2:31]1>>[CH3:1][O:2][c:3]1[cH:4][cH:5][c:6]([CH:9]=[C:10]([C:11](=[O:12])[NH2:13])[Sn:18]([CH2:14][CH2:15][CH2:16][CH3:17])([CH2:19][CH2:20][CH2:21][CH3:22])[CH2:23][CH2:24][CH2:25][CH3:26])[cH:7][cH:8]1. Starting materials: CC(C)(C)OC(=O)N1CC(O)CC1C(=O)O, ClCCCl, NC1CC1, CN(C)C=O, On1nnc2ccccc21. Yields the product CC(C)(C)OC(=O)N1CC(O)CC1C(=O)NC1CC1. Reaction SMILES: [C:5]([CH3:6])([CH3:7])([CH3:8])[O:9][C:10](=[O:11])[N:12]1[CH:13]([C:18](=[O:19])[OH:20])[CH2:14][CH:15]([OH:17])[CH2:16]1.[CH2:21]([Cl:22])[CH2:23][Cl:24].[CH:1]1([NH2:4])[CH2:2][CH2:3]1.[O:35]=[CH:36][N:37]([CH3:38])[CH3:39].[OH:25][n:26]1[c:27]2[c:28]([cH:29][cH:30][cH:31][cH:32]2)[n:33][n:34]1>>[CH:1]1([NH:4][C:18]([CH:13]2[N:12]([C:10]([O:9][C:5]([CH3:6])([CH3:7])[CH3:8])=[O:11])[CH2:16][CH:15]([OH:17])[CH2:14]2)=[O:19])[CH2:2][CH2:3]1.